This data is from the Open Reaction Database (ORD), a public repository of structured organic reaction records. The task is: describe an organic reaction: reactants, conditions, products, and yield Starting materials: C(C=C)OC1(CCN(CC1)C(=O)OC(C)(C)C)C (tert-butyl 4-(allyloxy)-4-methylpiperidine-1-carboxylate), solution, B1C2CCCC1CCC2 (9-BBN), [OH-].[Na+] (NaOH), OO (H2O2). Run in C1CCOC1 (THF). Conditions: time 16 hour. Product: OCCCOC1(CCN(CC1)C(=O)OC(C)(C)C)C (tert-butyl 4-(3-hydroxypropoxy)-4-methylpiperidine-1-carboxylate). Yield: 71.2%. As a reaction SMILES: [CH2:1]([O:4][C:5]1([CH3:18])[CH2:10][CH2:9][N:8]([C:11]([O:13][C:14]([CH3:17])([CH3:16])[CH3:15])=[O:12])[CH2:7][CH2:6]1)[CH:2]=[CH2:3].B1C2CCCC1CCC2.[OH-:28].[Na+].OO>C1COCC1>[OH:28][CH2:3][CH2:2][CH2:1][O:4][C:5]1([CH3:18])[CH2:6][CH2:7][N:8]([C:11]([O:13][C:14]([CH3:17])([CH3:16])[CH3:15])=[O:12])[CH2:9][CH2:10]1 |f:2.3|. Procedure: To a solution of tert-butyl 4-(allyloxy)-4-methylpiperidine-1-carboxylate (8.4 g, 32.9 mmol) in THF (200 mL) at room temp was added 0.5 M solution of 9-BBN (132 mL, 65.8 mmol) and the resulting mixture was stirred at room temp for 16 h. Mixture was then cooled in an ice bath and 1N NaOH (164 mL, 164 mmol) followed by 30% H2O2 (30.2 mL, 296 mmol) were added and the mixture was stirred for 1 h. Mixture was then extracted with ethyl acetate (250 mL), washed with water (100 mL), brine (100 mL), drie... Starting materials: ClC1=CC=C(C=N1)CN(CC1=CC=C(C=C1)Cl)CCCl ((6-chloro(3-pyridyl)methyl](2-chloroethyl)[(4-chlorophenyl)methyl]amine), CN(C=1NC=CC1[N+](=O)[O-])C (dimethyl(3-nitropyrrol-2-yl)amine), C([O-])([O-])=O.[K+].[K+] (potassium carbonate). Solvent: CN(C)C=O (DMF). Product: CN(C=1NC=C(C1[N+](=O)[O-])CCN(CC1=CC=C(C=C1)Cl)CC=1C=NC(=CC1)Cl)C ({2-[2-(dimethylamino)-3-nitropyrrolyl]ethyl}[(6-chloro(3-pyridyl))methyl][(4-chlorophenyl)methyl]amine). Reaction SMILES: [Cl:1][C:2]1[N:7]=[CH:6][C:5]([CH2:8][N:9]([CH2:18][CH2:19]Cl)[CH2:10][C:11]2[CH:16]=[CH:15][C:14]([Cl:17])=[CH:13][CH:12]=2)=[CH:4][CH:3]=1.[CH3:21][N:22]([CH3:31])[C:23]1[NH:24][CH:25]=[CH:26][C:27]=1[N+:28]([O-:30])=[O:29].C(=O)([O-])[O-].[K+].[K+]>CN(C=O)C>[CH3:21][N:22]([CH3:31])[C:23]1[NH:24][CH:25]=[C:26]([CH2:19][CH2:18][N:9]([CH2:8][C:5]2[CH:6]=[N:7][C:2]([Cl:1])=[CH:3][CH:4]=2)[CH2:10][C:11]2[CH:12]=[CH:13][C:14]([Cl:17])=[CH:15][CH:16]=2)[C:27]=1[N+:28]([O-:30])=[O:29] |f:2.3.4|. Procedure: This compound was prepared in a manner analogous to that set forth in Step G of Example 1, using 0.47 gram (0.0014 mole) of [(6-chloro(3-pyridyl)methyl](2-chloroethyl)[(4-chlorophenyl)methyl]amine (prepared in Steps A and B of the present Example), 0.2 gram (0.0013 mole) of dimethyl(3-nitropyrrol-2-yl)amine and 0.45 gram (0.0032 mole) of potassium carbonate in 20 mL of DMF. The crude product was purified with column chromatography on silica gel. Elution was accomplished using 50% hexane in dieth... Starting materials: CNN=C(C)C1=CC=NC=C1 (1-methyl-2-[1-(4-pyridinyl)ethylidene]hydrazine), C(C1=CC=CC=C1)(=O)Cl (benzoyl chloride), acid chloride. The solvent is N1=CC=CC=C1 (pyridine). Run at time 5 minute. Product: CN(N=C(C)C1=CC=NC=C1)C(C1=CC=CC=C1)=O (benzoic acid 1-methyl-2-[1-(4-pyridinyl)ethylidene]hydrazide). Isolated yield 42.1%. As a reaction SMILES: [CH3:1][NH:2][N:3]=[C:4]([C:6]1[CH:11]=[CH:10][N:9]=[CH:8][CH:7]=1)[CH3:5].[C:12](Cl)(=[O:19])[C:13]1[CH:18]=[CH:17][CH:16]=[CH:15][CH:14]=1>N1C=CC=CC=1>[CH3:1][N:2]([C:12](=[O:19])[C:13]1[CH:18]=[CH:17][CH:16]=[CH:15][CH:14]=1)[N:3]=[C:4]([C:6]1[CH:11]=[CH:10][N:9]=[CH:8][CH:7]=1)[CH3:5]. Procedure details: To 100 ml of pyridine is added successively, under dry nitrogen, 8.83 gm (0.0592 mole) of 1-methyl-2-[1-(4-pyridinyl)ethylidene]hydrazine and 6.87 gm (0.0592 mole) of benzoyl chloride. Upon addition of the acid chloride the color changes from clear orange to a clear, deep rose color which changes to an orange solid within about 5 minutes. The reaction mixture is stirred at room temperature overnight, the pyridine removed via a Buchi evaporator at 70° C. and the cooled residue slurried with water... Starting materials: ClCCOC1=C(C=C2C(=C(C=NC2=C1)C#N)NC1=CC=C2C=NNC2=C1)OC (7-(2-chloro-ethoxy)-4-(1H-indazol-6-ylamino)-6-methoxy-quinoline-3-carbonitrile), product, N1CCSCC1 (thiomopholine), [I-].[Na+] (sodium iodide). Run in COCCOC (DME). Conditions: temperature 135 celsius. Yields the product N1N=CC2=CC=C(C=C12)NC1=C(C=NC2=CC(=C(C=C12)OC)OCCN1CCSCC1)C#N (4-(1H-Indazol-6-ylamino)-6-methoxy-7-(2-thiomorpholin-4-yl-ethoxy)-quinoline-3-carbonitrile). As a reaction SMILES: Cl[CH2:2][CH2:3][O:4][C:5]1[CH:14]=[C:13]2[C:8]([C:9]([NH:17][C:18]3[CH:26]=[C:25]4[C:21]([CH:22]=[N:23][NH:24]4)=[CH:20][CH:19]=3)=[C:10]([C:15]#[N:16])[CH:11]=[N:12]2)=[CH:7][C:6]=1[O:27][CH3:28].[NH:29]1[CH2:34][CH2:33][S:32][CH2:31][CH2:30]1.[I-].[Na+]>COCCOC>[NH:24]1[C:25]2[C:21](=[CH:20][CH:19]=[C:18]([NH:17][C:9]3[C:8]4[C:13](=[CH:14][C:5]([O:4][CH2:3][CH2:2][N:29]5[CH2:34][CH2:33][S:32][CH2:31][CH2:30]5)=[C:6]([O:27][CH3:28])[CH:7]=4)[N:12]=[CH:11][C:10]=3[C:15]#[N:16])[CH:26]=2)[CH:22]=[N:23]1 |f:2.3|. Procedure details: Using an analogous procedure to that described in Example 157, 173.0 mg (0.44 mmol) of the 7-(2-chloro-ethoxy)-4-(1H-indazol-6-ylamino)-6-methoxy-quinoline-3-carbonitrile, 454.0 mg (4.4 mmol) of thiomopholine and 66.0 mg (0.44 mmol) of sodium iodide in 4 mL of DME was heated at 135° C. for 16 hr. The work up gave 108.4 mg (53.5%) of the product as a light yellow solid, m.p. 213-215° C., mass (electrospray, m/e): M+H 461.0.